From a dataset of the Open Reaction Database (ORD), a public repository of structured organic reaction records. describe an organic reaction: reactants, conditions, products, and yield Reactants: CC(C)(C)OC(=O)N1CCC(=O)CC1, ClCCCl, Nc1cccc(NC(=O)c2ccc(F)cc2)n1. Product: CC(C)(C)OC(=O)N1CCC(Nc2cccc(NC(=O)c3ccc(F)cc3)n2)CC1. RXN SMILES: [C:18](=[O:19])([O:20][C:21]([CH3:22])([CH3:23])[CH3:24])[N:25]1[CH2:26][CH2:27][C:28](=[O:31])[CH2:29][CH2:30]1.[Cl:32][CH2:33][CH2:34][Cl:35].[NH2:1][c:2]1[cH:3][cH:4][cH:5][c:6]([NH:8][C:9]([c:10]2[cH:11][cH:12][c:13]([F:16])[cH:14][cH:15]2)=[O:17])[n:7]1>>[NH:1]([c:2]1[cH:3][cH:4][cH:5][c:6]([NH:8][C:9]([c:10]2[cH:11][cH:12][c:13]([F:16])[cH:14][cH:15]2)=[O:17])[n:7]1)[CH:28]1[CH2:27][CH2:26][N:25]([C:18](=[O:19])[O:20][C:21]([CH3:22])([CH3:23])[CH3:24])[CH2:30][CH2:29]1. Starting materials: Cc1ccc(-c2c(CNC(=O)OC(C)(C)C)c(CC(C)C)nc3ccc(OCCCC(N)=O)cc23)cc1, O=C(O)C(F)(F)F. The product is Cc1ccc(-c2c(CN)c(CC(C)C)nc3ccc(OCCCC(N)=O)cc23)cc1. Reaction SMILES: [NH2:1][C:2]([CH2:3][CH2:4][CH2:5][O:6][c:7]1[cH:8][c:9]2[c:10](-[c:30]3[cH:31][cH:32][c:33]([CH3:36])[cH:34][cH:35]3)[c:11]([CH2:21][NH:22][C:23](=[O:24])[O:25][C:26]([CH3:27])([CH3:28])[CH3:29])[c:12]([CH2:17][CH:18]([CH3:19])[CH3:20])[n:13][c:14]2[cH:15][cH:16]1)=[O:37].[OH:38][C:39]([C:40]([F:41])([F:42])[F:43])=[O:44]>>[NH2:1][C:2]([CH2:3][CH2:4][CH2:5][O:6][c:7]1[cH:8][c:9]2[c:10](-[c:30]3[cH:31][cH:32][c:33]([CH3:36])[cH:34][cH:35]3)[c:11]([CH2:21][NH2:22])[c:12]([CH2:17][CH:18]([CH3:19])[CH3:20])[n:13][c:14]2[cH:15][cH:16]1)=[O:37]. Reaction conditions: time 75 minute. Yield: 97.5%. As a reaction SMILES: [ClH:1].[F:2][C:3]1[CH:22]=[C:21]([CH3:23])[C:20]([O:24][C:25]([O:27][CH3:28])=[O:26])=[CH:19][C:4]=1[NH:5][C:6]1[C:15]2[C:10](=[CH:11][C:12]([N+:16]([O-])=O)=[CH:13][CH:14]=2)[N:9]=[CH:8][N:7]=1>[Pd].C(O)C.Cl.CO>[ClH:1].[NH2:16][C:12]1[CH:11]=[C:10]2[C:15]([C:6]([NH:5][C:4]3[CH:19]=[C:20]([O:24][C:25]([O:27][CH3:28])=[O:26])[C:21]([CH3:23])=[CH:22][C:3]=3[F:2])=[N:7][CH:8]=[N:9]2)=[CH:14][CH:13]=1 |f:0.1,6.7|. The reagents and catalysts are [Pd] (palladium-on-charcoal). Reported procedure: A mixture of 4-(2-fluoro-5-methoxycarbonyloxy-4-methylanilino)-7-nitroquinazoline hydrochloride (5.3 g, 13 mmol) and 10% palladium-on-charcoal catalyst (1 g) in ethanol (100 ml), 7M ethanolic hydrogen chloride (1.8 ml) and methanol (20 ml) was stirred under hydrogen at 1.7 atmospheres for 75 minutes. The catalyst was removed by filtration through diatomaceous earth and the filter pad thoroughly washed with methylene chloride, methanol and ether and the solvent was removed from the filtrate by ev... Solvent: C(C)O (ethanol), Cl (hydrogen chloride), CO (methanol). Yields the product Cl.NC1=CC=C2C(=NC=NC2=C1)NC1=C(C=C(C(=C1)OC(=O)OC)C)F (7-amino-4-(2-fluoro-5-methoxycarbonyloxy-4-methylanilino)quinazoline hydrochloride). Starting materials: Cl.FC1=C(NC2=NC=NC3=CC(=CC=C23)[N+](=O)[O-])C=C(C(=C1)C)OC(=O)OC (4-(2-fluoro-5-methoxycarbonyloxy-4-methylanilino)-7-nitroquinazoline hydrochloride). The reactants are [Al+3], C1CCOC1, [H-], [H-], [H-], [H-], [Li+], O=C1OCCC1n1ccc2ccccc21. The product is OCCC(CO)n1ccc2ccccc21. Reaction SMILES: [Al+3:2].[CH2:22]1[O:23][CH2:24][CH2:25][CH2:26]1.[H-:1].[H-:4].[H-:5].[H-:6].[Li+:3].[n:7]1([CH:16]2[C:17](=[O:18])[O:19][CH2:20][CH2:21]2)[cH:8][cH:9][c:10]2[cH:11][cH:12][cH:13][cH:14][c:15]12>>[n:7]1([CH:16]([CH2:17][OH:18])[CH2:21][CH2:20][OH:19])[cH:8][cH:9][c:10]2[cH:11][cH:12][cH:13][cH:14][c:15]12. Reactants: C1(=CC=CC=C1)C1(CCC(CC1)=O)C1=CC=CC=C1 (4,4-Diphenylcyclohexanone). Run in O1CCCC1 (tetrahydrofuran). Product: C1(=CC=CC=C1)C1(CC=C(CC1)CCCC)C1=CC=CC=C1 (4,4-diphenyl-1-butylcyclohexene). Yield: 105.2%. Reaction SMILES: [C:1]1([C:7]2([C:14]3[CH:19]=[CH:18][CH:17]=[CH:16][CH:15]=3)[CH2:12][CH2:11][C:10](=O)[CH2:9][CH2:8]2)[CH:6]=[CH:5][CH:4]=[CH:3][CH:2]=1>O1CCCC1>[C:1]1([C:7]2([C:14]3[CH:19]=[CH:18][CH:17]=[CH:16][CH:15]=3)[CH2:12][CH2:11][C:10]([CH2:6][CH2:1][CH2:2][CH3:3])=[CH:9][CH2:8]2)[CH:6]=[CH:5][CH:4]=[CH:3][CH:2]=1. Procedure: 4,4-Diphenylcyclohexanone 54.0 g was dissolved with stirring in tetrahydrofuran 700 ml, which was purified by dehydration, under nitrogen sealing and cooled with dry ice acetone. Then, a solution 200 ml of n-butyl lithium (1.6 mole/liter) in hexane was added dropwise for two hours. Two hours after adding, the ice bath was removed and the mixture was slowly heated to room temperature for four hours. The finish of the reaction was confirmed by liquid chromatography, then a saturated ammonium chlor... Starting materials: C(C)(C)N1C=NC2=C1C=C(C=C2)N (3-isopropyl-5-aminobenzimidazole), BrBr (Br2), CO.C(Cl)Cl (MeOH CH2Cl2), N (NH3). The solvent is CC(=O)O (AcOH), CC(=O)O (AcOH). Yields the product C(C)(C)N1C=NC2=C1C(=C(C=C2)N)Br (3-Isopropyl -4-bromo-5-aminobenzimidazole). The yield is 47.0%. As a reaction SMILES: [CH:1]([N:4]1[C:8]2[CH:9]=[C:10]([NH2:13])[CH:11]=[CH:12][C:7]=2[N:6]=[CH:5]1)([CH3:3])[CH3:2].[Br:14]Br.N.CO.C(Cl)Cl>CC(O)=O>[CH:1]([N:4]1[C:8]2[C:9]([Br:14])=[C:10]([NH2:13])[CH:11]=[CH:12][C:7]=2[N:6]=[CH:5]1)([CH3:3])[CH3:2] |f:3.4|. Procedure details: To a solution of 3-isopropyl-5-aminobenzimidazole (1.5 g, 7.9 mmol) in 20 ml of AcOH was added solution of Br2 in AcOH until it produces a precipitation. The reaction mixture was concentrated in vacuo to provide a brown solid which was subjected to column chromatography (5% NH3 sat'd MeOH/CH2Cl2) to provide 1.1 g (4.0 mmol, 47%) of the product. Reactants: C(C1=CC=CC=C1)[C@@H](C(=O)O)COCC1=CC=CC=C1 ((2R)-2-benzyl-3-benzyloxypropionic acid). Reagents/catalysts: [Pd] (palladium black). The solvent is C(C)O (ethanol). The product is C(C1=CC=CC=C1)[C@@H](C(=O)O)CO ((2R)-2-benzyl-3-hydroxypropionic acid). Isolated yield 103.6%. RXN SMILES: [CH2:1]([C@H:8]([CH2:12][O:13]CC1C=CC=CC=1)[C:9]([OH:11])=[O:10])[C:2]1[CH:7]=[CH:6][CH:5]=[CH:4][CH:3]=1>C(O)C.[Pd]>[CH2:1]([C@H:8]([CH2:12][OH:13])[C:9]([OH:11])=[O:10])[C:2]1[CH:7]=[CH:6][CH:5]=[CH:4][CH:3]=1. Procedure details: 420 mg of (2R)-2-benzyl-3-benzyloxypropionic acid was dissolved in 5.5 ml of ethanol, and hydrogenated at an ordinary temperature under an atmospheric pressure for two hours in the presence of palladium black. The insolubles were removed by filtration, and then the solvent was distilled off under reduced pressure to obtain 290 mg of (2R)-2-benzyl-3-hydroxypropionic acid as colorless oily substance.